Dataset: the Open Reaction Database (ORD), a public repository of structured organic reaction records. Task: describe an organic reaction: reactants, conditions, products, and yield The reactants are CO, O=C(Nc1cnc(N2CCN3CCC2CC3)nc1)c1ccccc1[N+](=O)[O-], N. Product: Nc1ccccc1C(=O)Nc1cnc(N2CCN3CCC2CC3)nc1. As a reaction SMILES: [CH3:29][OH:30].[N:1]12[CH2:2][CH2:3][N:4]([c:10]3[n:11][cH:12][c:13]([NH:16][C:17]([c:18]4[c:19]([N+:24]([O-:25])=[O:26])[cH:20][cH:21][cH:22][cH:23]4)=[O:27])[cH:14][n:15]3)[CH:5]([CH2:6][CH2:7]1)[CH2:8][CH2:9]2.[NH3:28]>>[N:1]12[CH2:2][CH2:3][N:4]([c:10]3[n:11][cH:12][c:13]([NH:16][C:17]([c:18]4[c:19]([NH2:24])[cH:20][cH:21][cH:22][cH:23]4)=[O:27])[cH:14][n:15]3)[CH:5]([CH2:6][CH2:7]1)[CH2:8][CH2:9]2. Reactants: C(C1=CC=NC=C1)(=O)NN (Isonicotinic acid hydrazide), C[Si](C)(C)N=C=S (trimethylsilyl isothiocyanate), C(C)(=O)O (acetic acid). Reaction conditions: temperature 105 celsius, time 8 hour. Product: C(C1=CN=CC=C1)(=O)O (Nicotinic Acid). As a reaction SMILES: C(NN)(=O)[C:2]1[CH:7]=[CH:6][N:5]=[CH:4][CH:3]=1.C[Si](N=C=S)(C)C.[C:18]([OH:21])(=[O:20])C>>[C:18]([OH:21])(=[O:20])[C:3]1[CH:2]=[CH:7][CH:6]=[N:5][CH:4]=1. Reported procedure: Isonicotinic acid hydrazide (1.06 g, 7.73 mmol) and trimethylsilyl isothiocyanate (2.03 g, 15.4 mmol) were dissolved in acetic acid (2.0 ml) in a round bottom flask with a condenser and stirred magnetically at 105° C. overnight. The solution was cooled to room temperature, at which time a solid formed. The acetic acid solution was decanted and any remaining solvent was evaporated with heating on a rotary evaporator. This residue was carried on as such to the next step. Starting materials: ester, OC(=O)CCCC[C@@H]1SC[C@@H]2NC(=O)N[C@H]12 (biotin), C(OOOCCCCCCCCC)(N)N (tri-oxatridecanediamine), ice water, [K+].[Br-] (KBr), OC(=O)CCCC[C@@H]1SC[C@@H]2NC(=O)N[C@H]12 (Biotin), ester, C(CCOCCOCCOCCCN)N (4,7,10-trioxa-1,13-tridecanediamine). Solvent: C(C)N(CC)CC (triethylamine), CN(C)C=O (DMF), CO (MeOH). Run at time 30 minute. The product is NCCCOCCOCCOCCCNC(CCCC[C@@H]1SC[C@@H]2NC(=O)N[C@H]12)=O (N-(13-amino-4,7,10-trioxa-tridecanyl)biotinamide). RXN SMILES: O[C:2]([CH2:4][CH2:5][CH2:6][CH2:7][C@H:8]1[C@@H:16]2[C@@H:11]([NH:12][C:13]([NH:15]2)=[O:14])[CH2:10][S:9]1)=[O:3].[CH2:17]([NH2:31])[CH2:18][CH2:19][O:20][CH2:21][CH2:22][O:23][CH2:24][CH2:25][O:26][CH2:27][CH2:28][CH2:29][NH2:30].C(N)(N)OOOCCCCCCCCC.[K+].[Br-]>CO.C(N(CC)CC)C.CN(C=O)C>[NH2:30][CH2:29][CH2:28][CH2:27][O:26][CH2:25][CH2:24][O:23][CH2:22][CH2:21][O:20][CH2:19][CH2:18][CH2:17][NH:31][C:2](=[O:3])[CH2:4][CH2:5][CH2:6][CH2:7][C@H:8]1[C@@H:16]2[C@@H:11]([NH:12][C:13]([NH:15]2)=[O:14])[CH2:10][S:9]1 |f:3.4|. Procedure: Biotin TFP ester (5 g, 12.8 mmol) was added to a dry flask containing 200 mL anhydrous DMF. In another dry flask containing 28 g (128 mmol) 4,7,10-trioxa-1,13-tridecanediamine, 8, was added 4 mL of triethylamine. Both flasks were cooled to 0-5° C. with ice-water baths. The TFP ester of biotin was added dropwise to the tri-oxatridecanediamine solution over the period of 1 h. The reaction was stirred at room temperature for 30 min and the solvent was removed under vacuum. The resulting oil was tri... The reactants are CS(=O)(=O)OCC1CCN(CC1)C1=NC(=NO1)C(C)C ({1-[3-(1-methylethyl)-1,2,4-oxadiazol-5-yl]-4-piperidinyl}methyl methanesulfonate), Cl.FC1=C(C=CC(=C1)SC)C1=CC=C(C=N1)O (6-[2-fluoro-4-(methylthio)phenyl]-3-pyridinol hydrochloride), C([O-])([O-])=O.[K+].[K+] (potassium carbonate). Solvent: CN(C=O)C (N,N-dimethylformamide). Run at temperature 80 celsius, time 30 minute. Yields the product FC1=C(C=CC(=C1)SC)C1=NC=C(C=C1)OCC1CCN(CC1)C1=NC(=NO1)C(C)C (2-[2-fluoro-4-(methylthio)phenyl]-5-[({1-[3-(1-methylethyl)-1,2,4-oxadiazol-5-yl]-4-piperidinyl}methyl)oxy]pyridine). Yield: 91.9%. RXN SMILES: CS([O:5][CH2:6][CH:7]1[CH2:12][CH2:11][N:10]([C:13]2[O:17][N:16]=[C:15]([CH:18]([CH3:20])[CH3:19])[N:14]=2)[CH2:9][CH2:8]1)(=O)=O.Cl.[F:22][C:23]1[CH:28]=[C:27]([S:29][CH3:30])[CH:26]=[CH:25][C:24]=1[C:31]1[N:36]=[CH:35][C:34](O)=[CH:33][CH:32]=1.C(=O)([O-])[O-].[K+].[K+]>CN(C)C=O>[F:22][C:23]1[CH:28]=[C:27]([S:29][CH3:30])[CH:26]=[CH:25][C:24]=1[C:31]1[CH:32]=[CH:33][C:34]([O:5][CH2:6][CH:7]2[CH2:8][CH2:9][N:10]([C:13]3[O:17][N:16]=[C:15]([CH:18]([CH3:19])[CH3:20])[N:14]=3)[CH2:11][CH2:12]2)=[CH:35][N:36]=1 |f:1.2,3.4.5|. Procedure: A mixture of {1-[3-(1-methylethyl)-1,2,4-oxadiazol-5-yl]-4-piperidinyl}methyl methanesulfonate (prepared as in Example 100, Step 4, 50.4 g, 166 mmol), 6-[2-fluoro-4-(methylthio)phenyl]-3-pyridinol hydrochloride (47.6 g, 175 mmol), powdered potassium carbonate (72.6 g, 525 mmol) and N,N-dimethylformamide (450 mL) was mechanically stirred and heated at 80° C. under nitrogen for 48 h. The reaction was cooled to ambient temperature, poured onto ice water (2.5 L) and allowed to stand for 30 min. The ...